Dataset: the Open Reaction Database (ORD), a public repository of structured organic reaction records. Task: describe an organic reaction: reactants, conditions, products, and yield Starting materials: COC(NC=1SC2=C(N1)C(=CC=C2C=2OCCCC2)OC)=O ([7-(5,6-dihydro-4H-pyran-2-yl)-4-methoxy-benzothiazol-2-yl]-carbamic acid methyl ester). Reagents/catalysts: [Pd] (palladium on charcoal). The solvent is CO (methanol), C(C)N(CC)CC (triethylamine), ClCCl (dichloromethane). The product is COC(NC=1SC2=C(N1)C(=CC=C2C2OCCCC2)OC)=O ([4-Methoxy-7-(tetrahydro-pyran-2-yl)-benzothiazol-2-yl]-carbamic acid methyl ester). Reaction SMILES: [CH3:1][O:2][C:3](=[O:22])[NH:4][C:5]1[S:6][C:7]2[C:13]([C:14]3[O:15][CH2:16][CH2:17][CH2:18][CH:19]=3)=[CH:12][CH:11]=[C:10]([O:20][CH3:21])[C:8]=2[N:9]=1>[Pd].ClCCl.CO.C(N(CC)CC)C>[CH3:1][O:2][C:3](=[O:22])[NH:4][C:5]1[S:6][C:7]2[C:13]([CH:14]3[CH2:19][CH2:18][CH2:17][CH2:16][O:15]3)=[CH:12][CH:11]=[C:10]([O:20][CH3:21])[C:8]=2[N:9]=1. Reported procedure: From [7-(5,6-dihydro-4H-pyran-2-yl)-4-methoxy-benzothiazol-2-yl]-carbamic acid methyl ester by hydrogenation with palladium on charcoal in dichloromethane, methanol and triethylamine. ES-MS m/e (%): 323 (M+H+, 100). Reactants: C(C)OC(=O)C1CCNCC1 (piperidine-4-carboxylic acid ethyl ester), C(C)N(C(C)C)C(C)C (N-ethyl-N,N-diisopropylamine), C1(=CC=C(C=C1)S(=O)(=O)OCCC1COC2=C(O1)C=CC=C2)C (2-[2-(p-toluenesulphonyloxy)ethyl]-benzo-1,4-dioxan). Solvent: CN(C=O)C (dimethylformamide). Run at time 16 hour. The product is C(C)OC(=O)C1CCN(CC1)CCC1COC2=C(O1)C=CC=C2 (1-[2-(benzo-1,4-dioxan-2-yl)ethyl]-piperidine-4-carboxylic acid ethyl ester). The yield is 115.8%. Reaction SMILES: [CH2:1]([O:3][C:4]([CH:6]1[CH2:11][CH2:10][NH:9][CH2:8][CH2:7]1)=[O:5])[CH3:2].C(N(C(C)C)C(C)C)C.C1(C)C=CC(S(O[CH2:31][CH2:32][CH:33]2[O:38][C:37]3[CH:39]=[CH:40][CH:41]=[CH:42][C:36]=3[O:35][CH2:34]2)(=O)=O)=CC=1>CN(C)C=O>[CH2:1]([O:3][C:4]([CH:6]1[CH2:11][CH2:10][N:9]([CH2:31][CH2:32][CH:33]2[O:38][C:37]3[CH:39]=[CH:40][CH:41]=[CH:42][C:36]=3[O:35][CH2:34]2)[CH2:8][CH2:7]1)=[O:5])[CH3:2]. Procedure details: First 1.96 g (12.5 mmol) of piperidine-4-carboxylic acid ethyl ester and then 2.58 g (20 mmol) of N-ethyl-N,N-diisopropylamine are added to a solution of 3.34 g (10 mmol) of 2-[2-(p-toluenesulphonyloxy)ethyl]-benzo-1,4-dioxan in 50 ml of absolute dimethylformamide. The mixture is stirred for 16 hours at 60° and, after cooling, is concentrated by evaporation under a high vacuum. Water is added to the oily residue and extraction is carried out with diethyl ether. The combined organic phases are wa... Starting materials: CS(=O)(=O)c1nc(OCCN2CCCCC2)cc(-c2cccc(C(F)(F)F)c2)n1, CS(C)=O, CC#N, N#C[Na]. The product is N#Cc1nc(OCCN2CCCCC2)cc(-c2cccc(C(F)(F)F)c2)n1. As a reaction SMILES: [CH3:1][S:2](=[O:3])(=[O:4])[c:5]1[n:6][c:7](-[c:20]2[cH:21][c:22]([C:26]([F:27])([F:28])[F:29])[cH:23][cH:24][cH:25]2)[cH:8][c:9]([O:11][CH2:12][CH2:13][N:14]2[CH2:15][CH2:16][CH2:17][CH2:18][CH2:19]2)[n:10]1.[CH3:33][S:34]([CH3:35])=[O:36].[CH3:37][C:38]#[N:39].[Na:30][C:31]#[N:32]>>[c:5]1([C:31]#[N:32])[n:6][c:7](-[c:20]2[cH:21][c:22]([C:26]([F:27])([F:28])[F:29])[cH:23][cH:24][cH:25]2)[cH:8][c:9]([O:11][CH2:12][CH2:13][N:14]2[CH2:15][CH2:16][CH2:17][CH2:18][CH2:19]2)[n:10]1. The reactants are CCBr, CCOCC, CCOCC, CC(C)O[Ti](OC(C)C)(OC(C)C)OC(C)C, N#CCc1ccc(F)cc1, FB(F)F, [Mg], [Na+], C1CCOC1, C1CCOC1, [OH-], O. Yields the product NC1(Cc2ccc(F)cc2)CC1. Reaction SMILES: [CH2:16]([Br:17])[CH3:18].[CH2:20]([O:21][CH2:22][CH3:23])[CH3:24].[CH3:37][CH2:38][O:39][CH2:40][CH3:41].[CH:42]([O:43][Ti:44]([O:45][CH:46]([CH3:47])[CH3:48])([O:49][CH:50]([CH3:51])[CH3:52])[O:53][CH:54]([CH3:55])[CH3:56])([CH3:57])[CH3:58].[F:1][c:2]1[cH:3][cH:4][c:5]([CH2:8][C:9]#[N:10])[cH:6][cH:7]1.[F:25][B:26]([F:27])[F:28].[Mg:19].[Na+:30].[O:11]1[CH2:12][CH2:13][CH2:15][CH2:14]1.[O:31]1[CH2:32][CH2:33][CH2:34][CH2:35]1.[OH-:29].[OH2:36]>>[F:1][c:2]1[cH:3][cH:4][c:5]([CH2:8][C:9]2([NH2:10])[CH2:12][CH2:13]2)[cH:6][cH:7]1. Reactants: O (Water), FC1(C(C1)CO)F ((2,2-difluorocyclopropyl)methanol), [H-].[Na+] (sodium hydride), BrC1=NC(=CC=C1)F (2-bromo-6-fluoropyridine). The solvent is CN(C)C=O (DMF), O1CCOCC1 (1,4-dioxane). Run at temperature 90 celsius, time 2 hour. The product is BrC1=NC(=CC=C1)OCC1C(C1)(F)F (2-Bromo-6-(2,2-difluoro-cyclopropylmethoxy)-pyridine). RXN SMILES: [F:1][C:2]1([F:7])[CH2:4][CH:3]1[CH2:5][OH:6].[H-].[Na+].[Br:10][C:11]1[CH:16]=[CH:15][CH:14]=[C:13](F)[N:12]=1.O>O1CCOCC1.CN(C=O)C>[Br:10][C:11]1[CH:16]=[CH:15][CH:14]=[C:13]([O:6][CH2:5][CH:3]2[CH2:4][C:2]2([F:7])[F:1])[N:12]=1 |f:1.2|. Reported procedure: To 307 mg (2.84 mmol) (2,2-difluorocyclopropyl)methanol in 1,4-dioxane (10 mL) is added 69 mg (2.84 mmol) sodium hydride and 500 mg (2.84 mmol) 2-bromo-6-fluoropyridine. The mixture is stirred for 2 h at 90° C. Water and DMF are added and the mixture is filtered and concentrated in vacuo. The residue is purified by HPLC (C18 RP Sunfire, acetonitrile/water (+0.1% TFA)) to yield the desired product. The reactants are ClC=1N=C(C(=NC1CC)C(=O)N)NC=1C=NN(C1)C1CCNCC1 (5-chloro-6-ethyl-3-{[1-(piperidin-4-yl)-1H-pyrazol-4-yl]amino}pyrazine-2-carboxamide), C(C)(C)N(CC)C(C)C (diisopropylethylamine), FC(COS(=O)(=O)C(F)(F)F)(F)F (2,2,2-trifluoroethyltrifluoromethanesulfonate). Solvent: CN(C=O)C (N,N-dimethylformamide). Conditions: time 2 hour. The product is ClC=1N=C(C(=NC1CC)C(=O)N)NC=1C=NN(C1)C1CCN(CC1)CC(F)(F)F (5-chloro-6-ethyl-3-({1-[1-(2,2,2-trifluoroethyl)piperidin-4-yl]-1H-pyrazol-4-yl}amino)pyrazine-2-carboxamide). Reaction SMILES: [Cl:1][C:2]1[N:3]=[C:4]([NH:13][C:14]2[CH:15]=[N:16][N:17]([CH:19]3[CH2:24][CH2:23][NH:22][CH2:21][CH2:20]3)[CH:18]=2)[C:5]([C:10]([NH2:12])=[O:11])=[N:6][C:7]=1[CH2:8][CH3:9].C(N(C(C)C)CC)(C)C.[F:34][C:35]([F:46])([F:45])[CH2:36]OS(C(F)(F)F)(=O)=O>CN(C)C=O>[Cl:1][C:2]1[N:3]=[C:4]([NH:13][C:14]2[CH:15]=[N:16][N:17]([CH:19]3[CH2:24][CH2:23][N:22]([CH2:36][C:35]([F:46])([F:45])[F:34])[CH2:21][CH2:20]3)[CH:18]=2)[C:5]([C:10]([NH2:12])=[O:11])=[N:6][C:7]=1[CH2:8][CH3:9]. Procedure: To a mixture of 5-chloro-6-ethyl-3-{[1-(piperidin-4-yl)-1H-pyrazol-4-yl]amino}pyrazine-2-carboxamide (350 mg) and diisopropylethylamine (685 μL) in N,N-dimethylformamide (3.5 mL) was added 2,2,2-trifluoroethyltrifluoromethanesulfonate (433 μL), followed by reacting at room temperature for 2 hours. The mixture was subjected to liquid separation by the addition of ethyl acetate and a saturated aqueous sodium hydrogen carbonate solution. The organic phase was washed with saturated brine and dried o... Reactants: ClC=1C=C(C(=O)C=2C(=C3C(=NC2)N(N=C3)CC)O)C=CC1 (5-(3-Chlorobenzoyl)-1-ethyl-4-hydroxy-1H-pyrazolo[3,4-b]pyridine), Cl.NO (hydroxylamine hydrochloride). The solvent is N1=CC=CC=C1 (pyridine). The product is ClC=1C=C(C=CC1)C1=NOC2=C3C(=NC=C21)N(N=C3)CC (3-(3-Chlorophenyl)-6-ethyl-6H-isoxazolo[5,4-d]pyrazolo[3,4-b]pyridine). RXN SMILES: [Cl:1][C:2]1[CH:3]=[C:4]([CH:19]=[CH:20][CH:21]=1)[C:5]([C:7]1[C:8]([OH:18])=[C:9]2[CH:15]=[N:14][N:13]([CH2:16][CH3:17])[C:10]2=[N:11][CH:12]=1)=O.Cl.[NH2:23]O>N1C=CC=CC=1>[Cl:1][C:2]1[CH:3]=[C:4]([C:5]2[C:7]3[C:8](=[C:9]4[CH:15]=[N:14][N:13]([CH2:16][CH3:17])[C:10]4=[N:11][CH:12]=3)[O:18][N:23]=2)[CH:19]=[CH:20][CH:21]=1 |f:1.2|. Reported procedure: 5-(3-Chlorobenzoyl)-1-ethyl-4-hydroxy-1H-pyrazolo[3,4-b]pyridine (4.25 g) was refluxed overnight in 100 ml of pyridine containing 4.5 g of hydroxylamine hydrochloride. The reaction mixture was then evaporated and the residue triturated with 5% hydrochloric acid. The resulting product was then filtered off and washed with methanol. Recrystallization from ethyl acetate gave analytically pure product (1.91 g), mp 178°-179° C. Starting materials: C(C)(C)C(C(=O)OCC)C(C(=O)OCC)C(C)C (diethyl 2,3-diisopropylsuccinate), [O-]CC.[K+] (potassium ethoxide), CC(C(C(=O)OCC)C#N)C (ethyl 3-methyl-2-cyanobutyrate), [K] (potassium), [O-]CC.[K+] (potassium ethoxide), [O-]CC.[K+] (potassium ethoxide). Solvent: O (water), C(C)O (ethanol), C(C)O (ethanol). Yields the product C(C)(C)C(C(=O)O)C(C(=O)O)C(C)C (2,3-diisopropylsuccinic acid). Reaction SMILES: [CH:1]([CH:4]([CH:10]([CH:16]([CH3:18])[CH3:17])[C:11]([O:13]CC)=[O:12])[C:5]([O:7]CC)=[O:6])([CH3:3])[CH3:2].[K].[O-]CC.[K+].CC(C)C(C#N)C(OCC)=O>O.C(O)C>[CH:1]([CH:4]([CH:10]([CH:16]([CH3:18])[CH3:17])[C:11]([OH:13])=[O:12])[C:5]([OH:7])=[O:6])([CH3:3])[CH3:2] |f:2.3,^1:18|. Procedure: With reference to FIG. 3, a preferred embodiment of the invention will be described below, wherein diethyl 2,3-diisopropylsuccinate is obtained. Absolute ethanol and metallic potassium are charged into a reactor R101, or potassium ethoxide and absolute ethanol are charged into the reactor R101, to prepare a solution of potassium ethoxide; ethyl 3-methyl-2-cyanobutyrate is charged into a reactor R102, and then the prepared solution of potassium ethoxide is added thereto at a temperature ranging f...